From a dataset of the Open Reaction Database (ORD), a public repository of structured organic reaction records. describe an organic reaction: reactants, conditions, products, and yield The reactants are Cl.FC(C(=O)C1NCCC1)(C(F)(F)F)F (2-(2,2,3,3,3-pentafluoro-1-oxopropyl)pyrrolidine hydrochloride), CN1CCOCC1 (N-methylmorpholine), N1([C@H](C(=O)Cl)CCC1)C(=O)OCC1=CC=CC=C1 (CBZ-L-Pro-Cl). Run in C(Cl)Cl (methylene chloride), C(Cl)Cl (Methylene chloride). The product is FC(C(=O)C1N(CCC1)C(=O)C1N(CCC1)C(=O)OCC1=CC=CC=C1)(C(F)(F)F)F (2-[[2-(2,2,3,3,3-pentafluoro-1-oxopropyl)-1-pyrrolidinyl]carbonyl]-1-pyrrolidinecarboxylic acid, phenylmethyl ester). As a reaction SMILES: [N:1]1([C:9]([O:11][CH2:12][C:13]2[CH:18]=[CH:17][CH:16]=[CH:15][CH:14]=2)=[O:10])[CH2:8][CH2:7][CH2:6][C@H:2]1[C:3](Cl)=[O:4].Cl.[F:20][C:21]([F:33])([C:29]([F:32])([F:31])[F:30])[C:22]([CH:24]1[CH2:28][CH2:27][CH2:26][NH:25]1)=[O:23].CN1CCOCC1>C(Cl)Cl>[F:33][C:21]([F:20])([C:29]([F:30])([F:31])[F:32])[C:22]([CH:24]1[CH2:28][CH2:27][CH2:26][N:25]1[C:3]([CH:2]1[CH2:6][CH2:7][CH2:8][N:1]1[C:9]([O:11][CH2:12][C:13]1[CH:18]=[CH:17][CH:16]=[CH:15][CH:14]=1)=[O:10])=[O:4])=[O:23] |f:1.2|. Procedure details: Methylene chloride (10 ml) was added to CBZ-L-Pro-Cl which was then reacted under argon with a suspension of 2-(2,2,3,3,3-pentafluoro-1-oxopropyl)pyrrolidine hydrochloride (compound from Example IC; 2.49 mmol) and N-methylmorpholine (0.54 ml; 4.98 mmol) dissolved in methylene chloride (7 ml). After 2.5 hours the reaction was concentrated and brought up in methylene chloride (1 ml) and the product purified by flash chromatography on silica gel column eluting with ethyl acetate/hexane (50:50). Pro... Reactants: IC1=CC=C(C=C1)CO ((4-iodophenyl)methanol), FC(C=1C=NNC1)(F)F (4-(trifluoromethyl)-1H-pyrazole), O[C@@H]1C[C@H](NC1)C(=O)O (trans-4-hydroxy-L-proline), C([O-])([O-])=O.[Cs+].[Cs+] (cesium carbonate). Reagents/catalysts: [Cu]I (copper(I) iodide). Solvent: CS(=O)C (dimethylsulfoxide), O (water). Run at temperature 85 celsius. The product is FC(C=1C=NN(C1)C1=CC=C(C=C1)CO)(F)F ((4-(4-(trifluoromethyl)-1H-pyrazol-1-yl)phenyl)methanol). Reaction SMILES: I[C:2]1[CH:7]=[CH:6][C:5]([CH2:8][OH:9])=[CH:4][CH:3]=1.[F:10][C:11]([F:18])([F:17])[C:12]1[CH:13]=[N:14][NH:15][CH:16]=1.O[C@H]1CN[C@H](C(O)=O)C1.C(=O)([O-])[O-].[Cs+].[Cs+]>CS(C)=O.O.[Cu]I>[F:10][C:11]([F:18])([F:17])[C:12]1[CH:13]=[N:14][N:15]([C:2]2[CH:7]=[CH:6][C:5]([CH2:8][OH:9])=[CH:4][CH:3]=2)[CH:16]=1 |f:3.4.5|. Procedure: A mixture of (4-iodophenyl)methanol (1030 mg, 4.41 mmol), 4-(trifluoromethyl)-1H-pyrazole (600 mg, 4.41 mmol), copper(I) iodide (168 mg, 0.882 mmol), trans-4-hydroxy-L-proline (231 mg, 1.76 mmol) and cesium carbonate (2900 mg, 8.82 mmol) in dimethylsulfoxide (7.5 mL) was heated to 85° C. for 20 hours. The mixture was diluted with water and extracted with ethyl acetate twice. The combined organic layers were dried over sodium sulfate, filtered and concentrated. Purification by column chromatograp... Reactants: CCOC(=O)C (EtOAc), CSC (Dimethylsulfide), B(F)(F)F.CCOCC (boron trifluoride etherate), C(C1=CC=CC=C1)OC1=CC=C(OCCCC2=CC=C(OCC3=C(C(=O)OC)C=CC=C3)C=C2)C=C1 (Methyl 2-[(4-{3-[4-(benzyloxy)phenoxy]propyl}phenoxy)methyl]benzoate). Run in ClCCl (dichloromethane). Run at time 6 hour. Yields the product OC1=CC=C(OCCCC2=CC=C(OCC3=C(C(=O)OC)C=CC=C3)C=C2)C=C1 (methyl 2-({4-[3-(4-hydroxyphenoxy)propyl]-phenoxy}methyl)benzoate). Isolated yield 57.6%. RXN SMILES: C([O:8][C:9]1[CH:36]=[CH:35][C:12]([O:13][CH2:14][CH2:15][CH2:16][C:17]2[CH:34]=[CH:33][C:20]([O:21][CH2:22][C:23]3[CH:32]=[CH:31][CH:30]=[CH:29][C:24]=3[C:25]([O:27][CH3:28])=[O:26])=[CH:19][CH:18]=2)=[CH:11][CH:10]=1)C1C=CC=CC=1.CSC.B(F)(F)F.CCOCC.CCOC(C)=O>ClCCl>[OH:8][C:9]1[CH:10]=[CH:11][C:12]([O:13][CH2:14][CH2:15][CH2:16][C:17]2[CH:34]=[CH:33][C:20]([O:21][CH2:22][C:23]3[CH:32]=[CH:31][CH:30]=[CH:29][C:24]=3[C:25]([O:27][CH3:28])=[O:26])=[CH:19][CH:18]=2)=[CH:35][CH:36]=1 |f:2.3|. Procedure details: Methyl 2-[(4-{3-[4-(benzyloxy)phenoxy]propyl}phenoxy)methyl]benzoate (0.70 g, 1.45 mmol) was dissolved in dichloromethane (10 ml). Dimethylsulfide (1.08 g, 17.4 mmol) and boron trifluoride etherate (2.06 g, 14.5 mmol) was added and the mixture was stirred at room temperature for six hours. EtOAc (10 ml) was added and the organic phase was washed with water (3×10 ml), dried (MgSO4) and the solvent was removed by evaporation. The crude was purified by preparative HPLC (started with acetonitrile/bu... Reactants: COCCOC, CC(C)(C)[O-], COc1cc(COc2nn(-c3ccccc3)cc2C=O)ccc1OCc1nc(-c2ccccc2)oc1C, CO, [Cl-], [K+], [NH4+], [C-]#[N+]CS(=O)(=O)c1ccc(C)cc1. Product: COc1cc(COc2nn(-c3ccccc3)cc2CC#N)ccc1OCc1nc(-c2ccccc2)oc1C. RXN SMILES: [CH2:59]([CH2:60][O:61][CH3:62])[O:63][CH3:64].[CH3:1][C:2]([CH3:3])([O-:4])[CH3:5].[CH3:20][O:21][c:22]1[cH:23][c:24]([CH2:25][O:26][c:27]2[n:28][n:29](-[c:34]3[cH:35][cH:36][cH:37][cH:38][cH:39]3)[cH:30][c:31]2[CH:32]=[O:33])[cH:40][cH:41][c:42]1[O:43][CH2:44][c:45]1[n:46][c:47](-[c:51]2[cH:52][cH:53][cH:54][cH:55][cH:56]2)[o:48][c:49]1[CH3:50].[CH3:65][OH:66].[Cl-:57].[K+:6].[NH4+:58].[c:7]1([CH3:8])[cH:9][cH:10][c:11]([S:12](=[O:14])(=[O:15])[CH2:16][N+:17]#[C-:13])[cH:18][cH:19]1>>[C:16](#[N:17])[CH2:32][c:31]1[c:27]([O:26][CH2:25][c:24]2[cH:23][c:22]([O:21][CH3:20])[c:42]([O:43][CH2:44][c:45]3[n:46][c:47](-[c:51]4[cH:52][cH:53][cH:54][cH:55][cH:56]4)[o:48][c:49]3[CH3:50])[cH:41][cH:40]2)[n:28][n:29](-[c:34]2[cH:35][cH:36][cH:37][cH:38][cH:39]2)[cH:30]1. The product is C(C)(=O)OC1[C@H](OC(C2=CC=CC=C2)=O)[C@H](OC(C2=CC=CC=C2)=O)[C@H](O1)CP(=O)(OCC)OCC (1-O-Acetyl-2,3-di-O-benzoyl-5-deoxy-5-(diethoxyphosphinyl)-D-ribofuranose). Procedure details: 2,3-Di-O-benzoyl-5-bromo-5-deoxyribofuranosyl acetate (68.0 g, 0.143 mol) was dissolved in triethyl phosphite (205 mL) and the solution was heated under reflux for 30 h. The volatiles were removed under reduced pressure and the resulting oil was dissolved in ether (780 mL). The organic solution was washed with brine (2×100 mL), dried with Na2SO4, and concentrated to dryness. Silica gel chromatography (EtOAc:Hexanes=80:20) yielded 59.4 g of the target compound (78%). Starting materials: C(C)(=O)OC1[C@H](OC(C2=CC=CC=C2)=O)[C@H](OC(C2=CC=CC=C2)=O)[C@H](O1)CBr (2,3-Di-O-benzoyl-5-bromo-5-deoxyribofuranosyl acetate), P(OCC)(OCC)OCC (triethyl phosphite). Reaction SMILES: [C:1]([O:4][CH:5]1[O:27][C@H:26]([CH2:28]Br)[C@@H:16]([O:17][C:18](=[O:25])[C:19]2[CH:24]=[CH:23][CH:22]=[CH:21][CH:20]=2)[C@H:6]1[O:7][C:8](=[O:15])[C:9]1[CH:14]=[CH:13][CH:12]=[CH:11][CH:10]=1)(=[O:3])[CH3:2].[P:30]([O:37]CC)([O:34][CH2:35][CH3:36])[O:31][CH2:32][CH3:33]>>[C:1]([O:4][CH:5]1[O:27][C@H:26]([CH2:28][P:30]([O:34][CH2:35][CH3:36])([O:31][CH2:32][CH3:33])=[O:37])[C@@H:16]([O:17][C:18](=[O:25])[C:19]2[CH:24]=[CH:23][CH:22]=[CH:21][CH:20]=2)[C@H:6]1[O:7][C:8](=[O:15])[C:9]1[CH:14]=[CH:13][CH:12]=[CH:11][CH:10]=1)(=[O:3])[CH3:2]. The yield is 78.0%. Starting materials: FC=1C=C(C=C(C1)F)C(CCC(C(=O)OC)(C)C)=O (methyl 5-(3,5-difluorophenyl)-2,2-dimethyl-5-oxopentanoate), CON(C(CCC(C(=O)OC)(C)C)=O)C (methyl 5-[methoxy(methyl)amino]-2,2-dimethyl-5-oxopentanoate), CC(C)(C)[S@](=O)N ((S)-2-methylpropane-2-sulfinamide). The reagents and catalysts are [O-]CC.[O-]CC.[O-]CC.[O-]CC.[Ti+4] (titanium tetraethoxide). Solvent: C1CCOC1 (THF), [Cl-].[Na+].O (brine). RXN SMILES: [F:1][C:2]1[CH:3]=[C:4]([C:9](=O)[CH2:10][CH2:11][C:12]([CH3:18])([CH3:17])[C:13]([O:15][CH3:16])=[O:14])[CH:5]=[C:6]([F:8])[CH:7]=1.CON(C)C(=O)CCC(C)(C)C(OC)=O.[CH3:35][C:36]([S@@:39]([NH2:41])=[O:40])([CH3:38])[CH3:37]>C1COCC1.[Cl-].[Na+].O.[O-]CC.[O-]CC.[O-]CC.[O-]CC.[Ti+4]>[C:36]([S:39](/[N:41]=[C:9](/[C:4]1[CH:3]=[C:2]([F:1])[CH:7]=[C:6]([F:8])[CH:5]=1)\[CH2:10][CH2:11][C:12]([CH3:18])([CH3:17])[C:13]([O:15][CH3:16])=[O:14])=[O:40])([CH3:38])([CH3:37])[CH3:35] |f:4.5.6,7.8.9.10.11|. The product is C(C)(C)(C)S(=O)\N=C(/CCC(C(=O)OC)(C)C)\C1=CC(=CC(=C1)F)F (Methyl (5E)-5-[(tert-butylsulfinyl)imino]-5-(3,5-difluorophenyl)-2,2-dimethylpentanoate). Procedure details: To a solution of methyl 5-(3,5-difluorophenyl)-2,2-dimethyl-5-oxopentanoate from Intermediate 1, Step D (500 mg of 85% purity, 1.85 mmol) and (S)-2-methylpropane-2-sulfinamide (336 mg, 2.78 mmol) in THF (9.5 mL), was added titanium tetraethoxide (904 mg, 3.70 mmol). The reaction vessel was quickly sealed and placed into a 60° C. bath for 2 hours. After cooling to ambient temperature the reaction mixture was then diluted with saturated brine (9.5 mL) while experiencing rapid stirring. The resulta... The reactants are ClC1=CC(=C(C=C1)C(CC(=O)C=1C=CC(N(C1)CC(=O)N)=O)C1=CC=C(C=C1)S(=O)(=O)C)C (2-(5-(3-(4-chloro-2-methylphenyl)-3-(4-(methylsulfonyl)phenyl)propanoyl)-2-oxopyridin-1(2H)-yl)acetamide), Cl.NO (hydroxylamine hydrochloride), C(O)([O-])=O.[Na+] (sodium hydrogencarbonate). The product is ClC1=CC(=C(C=C1)C(C\C(=N/O)\C=1C=CC(N(C1)CC(=O)N)=O)C1=CC=C(C=C1)S(=O)(=O)C)C ((E)-2-(5-(3-(4-Chloro-2-methylphenyl)-1-(hydroxyimino)-3-(4-(methylsulfonyl)phenyl)-propyl)-2-oxopyridin-1(2H)-yl)acetamide). RXN SMILES: [Cl:1][C:2]1[CH:7]=[CH:6][C:5]([CH:8]([C:23]2[CH:28]=[CH:27][C:26]([S:29]([CH3:32])(=[O:31])=[O:30])=[CH:25][CH:24]=2)[CH2:9][C:10]([C:12]2[CH:13]=[CH:14][C:15](=[O:22])[N:16]([CH2:18][C:19]([NH2:21])=[O:20])[CH:17]=2)=O)=[C:4]([CH3:33])[CH:3]=1.Cl.[NH2:35][OH:36].C(=O)([O-])O.[Na+]>>[Cl:1][C:2]1[CH:7]=[CH:6][C:5]([CH:8]([C:23]2[CH:28]=[CH:27][C:26]([S:29]([CH3:32])(=[O:30])=[O:31])=[CH:25][CH:24]=2)[CH2:9]/[C:10](/[C:12]2[CH:13]=[CH:14][C:15](=[O:22])[N:16]([CH2:18][C:19]([NH2:21])=[O:20])[CH:17]=2)=[N:35]\[OH:36])=[C:4]([CH3:33])[CH:3]=1 |f:1.2,3.4|. Procedure details: In analogy to example 151, step 3, 2-(5-(3-(4-chloro-2-methylphenyl)-3-(4-(methylsulfonyl)phenyl)propanoyl)-2-oxopyridin-1(2H)-yl)acetamide was reacted with hydroxylamine hydrochloride in the presence of sodium hydrogencarbonate to give the title compound as an off-white solid, MS (ESI−): m/z=500.1 [M−H]−. Product: FC1=CC=C(COC=2C=C3C(N(C(C3=CC2)=O)CCOC)=O)C=C1 (5-(4-Fluoro-benzyloxy)-2-(2-methoxy-ethyl)-isoindole-1,3-dione). The yield is 66.0%. The solvent is CC(=O)C (acetone). RXN SMILES: [OH:1][C:2]1[CH:3]=[C:4]2[C:8](=[CH:9][CH:10]=1)[C:7](=[O:11])[N:6]([CH2:12][CH2:13][O:14][CH3:15])[C:5]2=[O:16].C(=O)([O-])[O-].[K+].[K+].[F:23][C:24]1[CH:31]=[CH:30][C:27]([CH2:28]Br)=[CH:26][CH:25]=1>CC(C)=O>[F:23][C:24]1[CH:31]=[CH:30][C:27]([CH2:28][O:1][C:2]2[CH:3]=[C:4]3[C:8](=[CH:9][CH:10]=2)[C:7](=[O:11])[N:6]([CH2:12][CH2:13][O:14][CH3:15])[C:5]3=[O:16])=[CH:26][CH:25]=1 |f:1.2.3|. Reported procedure: A mixture of 5-hydroxy-2-(2-methoxy-ethyl)-isoindole-1,3-dione, from example 13a, (570 mg, 2.6 mmol), potassium carbonate (445 mg, 3.2 mmol) and 4-fluorobenzyl-bromide (526 mg, 2.8 mmol) in acetone (40 mL) was heated under reflux for 17 h. After cooling to room temperature, the mixture was filtered, evaporated and the residue was purified by crystallization from diethylether:heptane (1:2) to afford the title compound (560 mg, 66%) as a white solid. MS: m/e=330.4 (M+H+). Reactants: C([O-])([O-])=O.[K+].[K+] (potassium carbonate), FC1=CC=C(CBr)C=C1 (4-fluorobenzyl-bromide), OC=1C=C2C(N(C(C2=CC1)=O)CCOC)=O (5-hydroxy-2-(2-methoxy-ethyl)-isoindole-1,3-dione).